This data is from the Open Reaction Database (ORD), a public repository of structured organic reaction records. The task is: describe an organic reaction: reactants, conditions, products, and yield Reactants: Cl, O=N[O-], [Na+], O, Oc1ccc2ncncc2c1. The product is O=Nc1c(O)ccc2ncncc12. RXN SMILES: [ClH:16].[N:1](=[O:2])[O-:3].[Na+:4].[OH2:17].[OH:5][c:6]1[cH:7][c:8]2[cH:9][n:10][cH:11][n:12][c:13]2[cH:14][cH:15]1>>[N:1](=[O:3])[c:7]1[c:6]([OH:5])[cH:15][cH:14][c:13]2[c:8]1[cH:9][n:10][cH:11][n:12]2. Starting materials: NC=1C=C2CCN(C2=CC1)C1=C2N=CN(C2=NC(=N1)N[C@@H]1CC[C@H](CC1)NC(=O)OC(C)(C)C)C(=O)OC(C)(C)C (1,1-dimethylethyl trans-6-(5-amino-2,3-dihydro-1H-indol-1-yl)-2-[[4-[[(1,1-dimethylethoxy)-carbonyl]amino]cyclohexyl]amino]-9H-purine-9-carboxylate), ClC=1C=C(C=CC1Cl)N=C=O (3,4-dichlorophenyl isocyanate), ClCCl (dichloromethane). Run in O (water). Conditions: time 2 hour. Yields the product ClC=1C=C(C=CC1Cl)NC(=O)NC=1C=C2CCN(C2=CC1)C1=C2N=CN(C2=NC(=N1)N[C@@H]1CC[C@H](CC1)NC(=O)OC(C)(C)C)C(=O)OC(C)(C)C (1,1-dimethylethyl trans-6-[5-[[[(3,4-dichlorophenyl)amino]carbonyl]amino]-2,3-dihydro-1H-indol-1-yl]-2-[[4-[[(1,1-dimethylethoxy)carbonyl]-amino]cyclohexyl]amino]-9H-purine-9-carboxylate). Isolated yield 32.8%. Reaction SMILES: [NH2:1][C:2]1[CH:3]=[C:4]2[C:8](=[CH:9][CH:10]=1)[N:7]([C:11]1[N:19]=[C:18]([NH:20][C@H:21]3[CH2:26][CH2:25][C@H:24]([NH:27][C:28]([O:30][C:31]([CH3:34])([CH3:33])[CH3:32])=[O:29])[CH2:23][CH2:22]3)[N:17]=[C:16]3[C:12]=1[N:13]=[CH:14][N:15]3[C:35]([O:37][C:38]([CH3:41])([CH3:40])[CH3:39])=[O:36])[CH2:6][CH2:5]2.[Cl:42][C:43]1[CH:44]=[C:45]([N:50]=[C:51]=[O:52])[CH:46]=[CH:47][C:48]=1[Cl:49].ClCCl>O>[Cl:42][C:43]1[CH:44]=[C:45]([NH:50][C:51]([NH:1][C:2]2[CH:3]=[C:4]3[C:8](=[CH:9][CH:10]=2)[N:7]([C:11]2[N:19]=[C:18]([NH:20][C@H:21]4[CH2:26][CH2:25][C@H:24]([NH:27][C:28]([O:30][C:31]([CH3:33])([CH3:34])[CH3:32])=[O:29])[CH2:23][CH2:22]4)[N:17]=[C:16]4[C:12]=2[N:13]=[CH:14][N:15]4[C:35]([O:37][C:38]([CH3:41])([CH3:40])[CH3:39])=[O:36])[CH2:6][CH2:5]3)=[O:52])[CH:46]=[CH:47][C:48]=1[Cl:49]. Reported procedure: 80 mg of product obtained in stage 4 of example 41 are mixed with 37.3 mg of 3,4-dichlorophenyl isocyanate and 5 ml of dichloromethane. Stirring is carried out for 2 hours at ambient temperature, 0.5 ml of water are added and the mixture is evaporated to dryness. Purification is carried out on an Xterra LCMSprep column, eluting with acetonitrile/ammonium hydrogen carbonate buffer, pH 9. 35 mg of expected product are obtained. Starting materials: C(#N)C1=C(OCC(CCNC(=O)C2=C(C(=O)O)C=CC=C2)O)C=C(C=C1)[N+](=O)[O-] (2-(4-(2-cyano-5-nitrophenoxy)-3-hydroxybutylcarbamoyl)benzoic acid), Cl (hydrogen chloride). Run in O1CCOCC1 (dioxane). Yields the product O=C1N(C(C2=CC=CC=C12)=O)CCC(COC1=C(C#N)C=CC(=C1)[N+](=O)[O-])O (2-(4-(1,3-dioxoisoindolin-2-yl)-2-hydroxybutoxy)-4-nitrobenzonitrile). Reaction SMILES: [C:1]([C:3]1[CH:26]=[CH:25][C:24]([N+:27]([O-:29])=[O:28])=[CH:23][C:4]=1[O:5][CH2:6][CH:7]([OH:22])[CH2:8][CH2:9][NH:10][C:11]([C:13]1[CH:21]=[CH:20][CH:19]=[CH:18][C:14]=1[C:15](O)=[O:16])=[O:12])#[N:2].Cl>O1CCOCC1>[O:12]=[C:11]1[C:13]2[C:14](=[CH:18][CH:19]=[CH:20][CH:21]=2)[C:15](=[O:16])[N:10]1[CH2:9][CH2:8][CH:7]([OH:22])[CH2:6][O:5][C:4]1[CH:23]=[C:24]([N+:27]([O-:29])=[O:28])[CH:25]=[CH:26][C:3]=1[C:1]#[N:2]. Procedure: 2-(4-(2-cyano-5-nitrophenoxy)-3-hydroxybutylcarbamoyl)benzoic acid was reacted as described in Intermediate Y(3) with hydrogen chloride in dioxane to get 2-(4-(1,3-dioxoisoindolin-2-yl)-2-hydroxybutoxy)-4-nitrobenzonitrile which is used as-is in the next step. LC-MS (M+Na)+=404.1. Starting materials: CC(C(C)(C)O1)(C)OB1C2=CC(C(F)(F)F)=C(C3CCC3)N=C2, BrC1=CC2=C(C=C1)C=CN2. Reagents/catalysts: CC(C)(C)C1=CC=C(C=C1)C2=CC=C(C=C2)C(C)(C)C, C(=O)([O-])[O-].[Na+].[Na+], C1=CC=C(C=C1)P(C2=CC=CC=C2)C3=CC=CC=C3.C1=CC=C(C=C1)P(C2=CC=CC=C2)C3=CC=CC=C3.C1=CC=C(C=C1)P(C2=CC=CC=C2)C3=CC=CC=C3.C1=CC=C(C=C1)P(C2=CC=CC=C2)C3=CC=CC=C3.[Pd]. The solvent is COCCOC, O (water), COCCOC. Conditions: temperature 85 celsius, time 24 hour. Product: FC(F)(F)C(C=C(C1=CC2=C(C=C1)C=CN2)C=N3)=C3C4CCC4. Isolated yield 78.0%.